This data is from the Open Reaction Database (ORD), a public repository of structured organic reaction records. The task is: describe an organic reaction: reactants, conditions, products, and yield Reactants: C1CCOC1, Clc1cccc(C=Cc2ccncc2)c1Cl, Cl, [K+], [N-]=[N+]=NC(Cc1ccncc1)c1cccc(Cl)c1Cl, [OH-], O, c1ccc(P(c2ccccc2)c2ccccc2)cc1. Product: NC(Cc1ccncc1)c1cccc(Cl)c1Cl. Reaction SMILES: [CH2:58]1[O:59][CH2:60][CH2:61][CH2:62]1.[Cl:20][c:21]1[c:22]([Cl:23])[cH:24][cH:25][cH:26][c:27]1[CH:28]=[CH:29][c:30]1[cH:31][cH:32][n:33][cH:34][cH:35]1.[ClH:57].[K+:56].[N:1](=[N+:2]=[N-:3])[CH:4]([CH2:5][c:6]1[cH:7][cH:8][n:9][cH:10][cH:11]1)[c:12]1[c:13]([Cl:19])[c:14]([Cl:18])[cH:15][cH:16][cH:17]1.[OH-:55].[OH2:63].[c:36]1([P:37]([c:38]2[cH:39][cH:40][cH:41][cH:42][cH:43]2)[c:44]2[cH:45][cH:46][cH:47][cH:48][cH:49]2)[cH:50][cH:51][cH:52][cH:53][cH:54]1>>[NH2:1][CH:4]([CH2:5][c:6]1[cH:7][cH:8][n:9][cH:10][cH:11]1)[c:12]1[c:13]([Cl:19])[c:14]([Cl:18])[cH:15][cH:16][cH:17]1.